From a dataset of the Open Reaction Database (ORD), a public repository of structured organic reaction records. describe an organic reaction: reactants, conditions, products, and yield The reactants are C[C@@H]1CC[C@H]2[C@H]([C@H](O[C@H]3[C@@]24[C@H]1CCC(O3)(OO4)C)O)C (dihydroartemisinin), B(F)(F)F (boron trifluoride). Solvent: C(C)OCC (diethyl ether). Conditions: time 8 hour. The product is C[C@@H]1CC[C@H]2C(=CO[C@H]3[C@@]24[C@H]1CC[C@](O3)(OO4)C)C (9,10-anhydrodehydroartemisinin). The yield is 172.5%. Reaction SMILES: [CH3:1][C@H:2]1[C@@H:11]2[CH2:12][CH2:13][C:14]3([CH3:18])[O:16][O:17][C@:10]42[C@H:5]([C@@H:6]([CH3:20])[C@@H:7](O)[O:8][C@@H:9]4[O:15]3)[CH2:4][CH2:3]1.B(F)(F)F>C(OCC)C>[CH3:1][C@H:2]1[C@@H:11]2[CH2:12][CH2:13][C@@:14]3([CH3:18])[O:16][O:17][C@:10]42[C@H:5]([C:6]([CH3:20])=[CH:7][O:8][C@@H:9]4[O:15]3)[CH2:4][CH2:3]1. Procedure details: To a solution of dihydroartemisinin (10.4 g) in diethyl ether (550 ml) at room temperature under nitrogen was added dropwise boron trifluoride dietherate (1.0 ml). The solution was stirred at room temperature overnight, washed with 5% NaHCO3 solution (3×100 ml); dried (MgSO4) and concentrated in vacuo. The residue was then purified by flash chromatography (SiO2; 10% ethyl acetate/hexanes) to give 9,10-anhydrodehydroartemisinin as a white solid (16.8 g, 97%). δH: 6.20 (1H, q, J=1.41 Hz, H-10), 5.... The reactants are O=C([O-])[O-], CCOC(C)=O, CC(C)(C)OC(=O)N1CCC(Nc2cc([N+](=O)[O-])c(F)cc2SCCI)CC1, [K+], [K+], CN(C)C=O. The product is CC(C)(C)OC(=O)N1CCC(N2CCSc3cc(F)c([N+](=O)[O-])cc32)CC1. Reaction SMILES: [C:29](=[O:30])([O-:31])[O-:32].[CH3:40][CH2:41][O:42][C:43](=[O:44])[CH3:45].[F:1][c:2]1[cH:3][c:4]([S:25][CH2:26][CH2:27][I:28])[c:5]([NH:11][CH:12]2[CH2:13][CH2:14][N:15]([C:18](=[O:19])[O:20][C:21]([CH3:22])([CH3:23])[CH3:24])[CH2:16][CH2:17]2)[cH:6][c:7]1[N+:8](=[O:9])[O-:10].[K+:33].[K+:34].[O:35]=[CH:36][N:37]([CH3:38])[CH3:39]>>[F:1][c:2]1[cH:3][c:4]2[c:5]([cH:6][c:7]1[N+:8](=[O:9])[O-:10])[N:11]([CH:12]1[CH2:13][CH2:14][N:15]([C:18](=[O:19])[O:20][C:21]([CH3:22])([CH3:23])[CH3:24])[CH2:16][CH2:17]1)[CH2:27][CH2:26][S:25]2. Reactants: CC1=NC(=CC=C1)CCOC1=CC=CC=C1 (2-Methyl-6-(2-phenoxyethyl)pyridine). The reagents and catalysts are Catalyst. The solvent is CO (MeOH). Product: desired product, CC1NC(CCC1)CCOC1=CC=CC=C1 (2-methyl-6-(2-phenoxyethyl)piperidine). As a reaction SMILES: [CH3:1][C:2]1[CH:7]=[CH:6][CH:5]=[C:4]([CH2:8][CH2:9][O:10][C:11]2[CH:16]=[CH:15][CH:14]=[CH:13][CH:12]=2)[N:3]=1>CO>[CH3:1][CH:2]1[CH2:7][CH2:6][CH2:5][CH:4]([CH2:8][CH2:9][O:10][C:11]2[CH:16]=[CH:15][CH:14]=[CH:13][CH:12]=2)[NH:3]1. Procedure details: 2-Methyl-6-(2-phenoxyethyl)pyridine (0.19 mmol, 0.04 g) and Adam Catalyst (0.09 mmol, 0.02 g) in MeOH was stirred at rt under a hydrogen balloon overnight. The reaction mixture was filtered through diatomaceous earth and concentrated in vacuo to provide the desired product 2-methyl-6-(2-phenoxyethyl)piperidine in 30% conversion. This crude residue was used in the next step without further purification. Reactants: C(#C)C=1C=C(C=CC1)NC1=NC=NC2=CC=C(C=C12)N (N4-(3-ethynylphenyl)quinazoline-4,6-diamine), N1=CC=CC=C1 (pyridine), ClC(=O)OC1=CC=CC=C1 (phenyl chloroformate). Solvent: C(C)(=O)OCC (ethyl acetate), CN(C)C=O (DMF). The product is C(#C)C=1C=C(C=CC1)NC1=NC=NC2=CC=C(C=C12)NC(OC1=CC=CC=C1)=O (phenyl 4-(3-ethynylphenylamino)quinazolin-6-ylcarbamate). Yield: 95.0%. Reaction SMILES: [C:1]([C:3]1[CH:4]=[C:5]([NH:9][C:10]2[C:19]3[C:14](=[CH:15][CH:16]=[C:17]([NH2:20])[CH:18]=3)[N:13]=[CH:12][N:11]=2)[CH:6]=[CH:7][CH:8]=1)#[CH:2].N1C=CC=CC=1.Cl[C:28]([O:30][C:31]1[CH:36]=[CH:35][CH:34]=[CH:33][CH:32]=1)=[O:29]>CN(C=O)C.C(OCC)(=O)C>[C:1]([C:3]1[CH:4]=[C:5]([NH:9][C:10]2[C:19]3[C:14](=[CH:15][CH:16]=[C:17]([NH:20][C:28](=[O:29])[O:30][C:31]4[CH:36]=[CH:35][CH:34]=[CH:33][CH:32]=4)[CH:18]=3)[N:13]=[CH:12][N:11]=2)[CH:6]=[CH:7][CH:8]=1)#[CH:2]. Reported procedure: To a solution of N4-(3-ethynylphenyl)quinazoline-4,6-diamine (100 mg, 0.38 mmol) in DMF (2 mL) containing pyridine (37 μL, 0.46 mmol) was added phenyl chloroformate (49 μL, 0.38 mmol) dropwise at room temperature for 1 h. The reaction mixture was diluted with ethyl acetate and washed with water and brine. The combined organic layers were concentrated to give phenyl 4-(3-ethynylphenylamino)quinazolin-6-ylcarbamate as a yellow solid in 95% yield and used in the next step without purification. The reactants are CC(C)(C)OC(=O)N1CC(=O)C1, CNC, CO, CC(=O)O, C1CCOC1. Product: CN(C)C1CN(C(=O)OC(C)(C)C)C1. Reaction SMILES: [C:1](=[O:2])([O:3][C:4]([CH3:5])([CH3:6])[CH3:7])[N:8]1[CH2:9][C:10](=[O:12])[CH2:11]1.[CH3:13][NH:14][CH3:15].[CH3:16][OH:17].[CH3:23][C:24](=[O:25])[OH:26].[O:18]1[CH2:19][CH2:20][CH2:21][CH2:22]1>>[C:1](=[O:2])([O:3][C:4]([CH3:5])([CH3:6])[CH3:7])[N:8]1[CH2:9][CH:10]([N:14]([CH3:13])[CH3:15])[CH2:11]1.